Dataset: the Open Reaction Database (ORD), a public repository of structured organic reaction records. Task: describe an organic reaction: reactants, conditions, products, and yield Reactants: BrB(Br)Br, COc1cc(SC)ccc1C(=O)O, ClCCl. The product is CSc1ccc(C(=O)O)c(O)c1. As a reaction SMILES: [B:14]([Br:15])([Br:16])[Br:17].[CH3:1][O:2][c:3]1[c:4]([C:5](=[O:6])[OH:7])[cH:8][cH:9][c:10]([S:12][CH3:13])[cH:11]1.[Cl:18][CH2:19][Cl:20]>>[OH:2][c:3]1[c:4]([C:5](=[O:6])[OH:7])[cH:8][cH:9][c:10]([S:12][CH3:13])[cH:11]1. Starting materials: C(C1=CC=CC=C1)OC(C1=C(C=CC=C1O)O)=O (2,6-dihydroxybenzoic acid benzyl ester), C(=O)(OC(C)(C)C)NCCCCO (4-(Boc-amino)-1-butanol). The product is C(C1=CC=CC=C1)OC(C1=C(C=CC=C1O)OCCCCNC(=O)OC(C)(C)C)=O (2-(4-tert-Butoxycarbonylaminobutoxy)-6-hydroxybenzoic Acid Benzyl Ester). As a reaction SMILES: [CH2:1]([O:8][C:9](=[O:18])[C:10]1[C:15]([OH:16])=[CH:14][CH:13]=[CH:12][C:11]=1[OH:17])[C:2]1[CH:7]=[CH:6][CH:5]=[CH:4][CH:3]=1.[C:19]([NH:26][CH2:27][CH2:28][CH2:29][CH2:30]O)([O:21][C:22]([CH3:25])([CH3:24])[CH3:23])=[O:20]>>[CH2:1]([O:8][C:9](=[O:18])[C:10]1[C:11]([OH:17])=[CH:12][CH:13]=[CH:14][C:15]=1[O:16][CH2:30][CH2:29][CH2:28][CH2:27][NH:26][C:19]([O:21][C:22]([CH3:23])([CH3:25])[CH3:24])=[O:20])[C:2]1[CH:3]=[CH:4][CH:5]=[CH:6][CH:7]=1. Procedure: The title compound is prepared from 2,6-dihydroxybenzoic acid benzyl ester and 4-(Boc-amino)-1-butanol analogous to Example 1109 step A. Reactants: C(#N)N=C(OC)C1=NC=CC=C1 (Methyl N-cyano-2-pyridinecarboximidate), CC1=CC=C(CN)C=C1 (p-methylbenzylamine). Solvent: CO (methanol). Reaction conditions: time 2 hour. Yields the product C(#N)NC(=NCC1=CC=C(C=C1)C)C1=NC=CC=C1 (N-cyano-N'-(4-methylbenzyl]-2-pyridinecarboximidamide). Yield: 84.2%. Reaction SMILES: [C:1]([N:3]=[C:4]([C:7]1[CH:12]=[CH:11][CH:10]=[CH:9][N:8]=1)OC)#[N:2].[CH3:13][C:14]1[CH:21]=[CH:20][C:17]([CH2:18][NH2:19])=[CH:16][CH:15]=1>CO>[C:1]([NH:3][C:4]([C:7]1[CH:12]=[CH:11][CH:10]=[CH:9][N:8]=1)=[N:19][CH2:18][C:17]1[CH:20]=[CH:21][C:14]([CH3:13])=[CH:15][CH:16]=1)#[N:2]. Procedure: Methyl N-cyano-2-pyridinecarboximidate (0.30 g, 1.9 mmol) was dissolved in methanol (10 ml), p-methylbenzylamine (0.25 g, 2.1 mmol) was added, and the resulting mixture was stirred at room temperature for 2 hours. After the reaction was completed, the reaction solution was concentrated under reduced pressure, and the residue thus obtained was crystallized from diethyl ether to give the title compound (0.41 g, 1.6 mmol, yield: 91%) as colorless crystals.